Dataset: the Open Reaction Database (ORD), a public repository of structured organic reaction records. Task: describe an organic reaction: reactants, conditions, products, and yield Reactants: Cl.CN(CCCN=C=NCC)C (1-(3-dimethylaminopropyl)-3-ethylcarbodiimide hydrochloride), Cl.NCC1=C2C(N(C(C2=CC=C1)=O)C1C(NC(CC1)=O)=O)=O (4-aminomethyl-2-(2,6-dioxo-piperidin-3-yl)-isoindole-1,3-dione hydrochloride), O1C(=CC2=C1C=CC=C2)C(=O)O (2-benzofuran carboxylic acid), N12CCCCCC2=NCCC1 (1,8-diazabicyclo[5.4.0]undec-7-ene). Solvent: CC#N (CH3CN). Conditions: time 10 minute. Product: O=C1NC(CCC1N1C(C2=CC=CC(=C2C1=O)CNC(=O)C=1OC2=C(C1)C=CC=C2)=O)=O (benzofuran-2-carboxylic acid [2-(2,6-dioxo-piperidin-3-yl)-1,3-dioxo-2,3-dihydro-1H-isoindol-4-ylmethyl]-amide). The yield is 62.2%. As a reaction SMILES: Cl.[NH2:2][CH2:3][C:4]1[CH:12]=[CH:11][CH:10]=[C:9]2[C:5]=1[C:6](=[O:22])[N:7]([CH:14]1[CH2:19][CH2:18][C:17](=[O:20])[NH:16][C:15]1=[O:21])[C:8]2=[O:13].N12CCCN=C1CCCCC2.[O:34]1[C:38]2[CH:39]=[CH:40][CH:41]=[CH:42][C:37]=2[CH:36]=[C:35]1[C:43](O)=[O:44].Cl.CN(C)CCCN=C=NCC>CC#N>[O:21]=[C:15]1[CH:14]([N:7]2[C:6](=[O:22])[C:5]3[C:9](=[CH:10][CH:11]=[CH:12][C:4]=3[CH2:3][NH:2][C:43]([C:35]3[O:34][C:38]4[CH:39]=[CH:40][CH:41]=[CH:42][C:37]=4[CH:36]=3)=[O:44])[C:8]2=[O:13])[CH2:19][CH2:18][C:17](=[O:20])[NH:16]1 |f:0.1,4.5|. Reported procedure: To a stirred suspension of 4-aminomethyl-2-(2,6-dioxo-piperidin-3-yl)-isoindole-1,3-dione hydrochloride (0.7 g, 2.2 mmol) in CH3CN (60 ml), was added 1,8-diazabicyclo[5.4.0]undec-7-ene (0.8 g, 5.4 mmol). After stirring for 10 minutes, 1-hydroxybenzenetriazole (0.35 g, 2.6 mmol) and 2-benzofuran carboxylic acid (0.39 g, 2.4 mmol) were added. To the reaction, was then added 1-(3-dimethylaminopropyl)-3-ethylcarbodiimide hydrochloride (0.62 g, 3.2 mmol), and the resulting mixture was stirred at room...